This data is from the Open Reaction Database (ORD), a public repository of structured organic reaction records. The task is: describe an organic reaction: reactants, conditions, products, and yield The reactants are C(CC(=O)OC)(=O)OC (dimethyl malonate), CC(C)([O-])C.[K+] (potassium tert-butoxide), ClC1=C(C=C(C=C1[N+](=O)[O-])F)[N+](=O)[O-] (2-chloro-5-fluoro-1,3-dinitrobenzene), [NH4+].[Cl-] (NH4Cl). Solvent: CC(=O)N(C)C (DMA), O1CCOCC1 (dioxane). Run at temperature 70 celsius, time 10 minute. Product: FC1=CC(=C(C(=C1)[N+](=O)[O-])C(C(=O)OC)C(=O)OC)[N+](=O)[O-] (Dimethyl 2-(4-fluoro-2,6-dinitrophenyl)malonate). Reaction SMILES: [C:1]([O:8][CH3:9])(=[O:7])[CH2:2][C:3]([O:5][CH3:6])=[O:4].CC(C)([O-])C.[K+].Cl[C:17]1[C:22]([N+:23]([O-:25])=[O:24])=[CH:21][C:20]([F:26])=[CH:19][C:18]=1[N+:27]([O-:29])=[O:28].[NH4+].[Cl-]>CC(N(C)C)=O.O1CCOCC1>[F:26][C:20]1[CH:21]=[C:22]([N+:23]([O-:25])=[O:24])[C:17]([CH:2]([C:1]([O:8][CH3:9])=[O:7])[C:3]([O:5][CH3:6])=[O:4])=[C:18]([N+:27]([O-:29])=[O:28])[CH:19]=1 |f:1.2,4.5|. Reported procedure: To a solution of dimethyl malonate (16.3 mL, 143 mmol) in DMA (100 mL) at ambient temperature was added potassium tert-butoxide (15.3 g, 136 mmol). The reaction mixture was heated to 70° C. for 30 min, then removed from the oil bath. A solution of 2-chloro-5-fluoro-1,3-dinitrobenzene (14.3 g, 64.9 mmol) in dioxane (70 mL) was added drop wise over 30 min. The reaction mixture was stirred for 10 min, then cooled and poured onto saturated aqueous NH4Cl (500 mL). The aqueous layer was extracted with... Reactants: [OH-].[Na+] (sodium hydroxide), CS(=O)C (dimethylsulfoxide), C(#N)C1=CC=C(C=C1)O (4-cyanophenol), NO (hydroxylamine). Solvent: O (water), C(Cl)(Cl)Cl (Chloroform). Run at time 14 hour. The product is ON=C(C1=CC=C(C=C1)O)N (N′, 4-dihydroxybenzamidine). RXN SMILES: CS(C)=O.[C:5]([C:7]1[CH:12]=[CH:11][C:10](O)=[CH:9][CH:8]=1)#[N:6].[NH2:14][OH:15].[OH-:16].[Na+]>O.C(Cl)(Cl)Cl>[OH:15][N:14]=[C:5]([NH2:6])[C:7]1[CH:12]=[CH:11][C:10]([OH:16])=[CH:9][CH:8]=1 |f:3.4|. Procedure details: To a dimethylsulfoxide (100 mL) solution of 10.0 g of 4-cyanophenol was dropwise added 12.9 mL of a 50% hydroxylamine aqueous solution at room temperature over a period of 6 minutes, which was then stirred at the same temperature for 14 hours. Chloroform, a 1 mol/L sodium hydroxide aqueous solution, and water were added to the reaction mixture. The aqueous layer was separated and washed sequentially with toluene, chloroform, and toluene, to which water was then added, followed by adjustment to p...